This data is from the Open Reaction Database (ORD), a public repository of structured organic reaction records. The task is: describe an organic reaction: reactants, conditions, products, and yield The reactants are C(C=C)N(S(=O)(=O)C1=CC=C(C=C1)C)C(CO[Si](C1=CC=CC=C1)(C1=CC=CC=C1)C(C)(C)C)CC=C (N-allyl-N-(1-((tert-butyldiphenylsilyl)oxy)pent-4-en-2-yl)-4-methylbenzenesulfonamide). The reagents and catalysts are Cl[Ru](Cl)([P](C1CCCCC1)(C2CCCCC2)C3CCCCC3)([P](C4CCCCC4)(C5CCCCC5)C6CCCCC6)=CC7=CC=CC=C7 (Grubb's catalyst). Run in C(Cl)Cl (DCM). Run at time 8 hour. Product: [Si](C1=CC=CC=C1)(C1=CC=CC=C1)(C(C)(C)C)OCC1N(CC=CC1)S(=O)(=O)C1=CC=C(C)C=C1 (2-(((tert-butyldiphenylsilyl)oxy)methyl)-1-tosyl-1,2,3,6-tetrahydropyridine). Yield: 132.0%. RXN SMILES: [CH2:1]([N:4]([CH:15]([CH2:35][CH:36]=C)[CH2:16][O:17][Si:18]([C:31]([CH3:34])([CH3:33])[CH3:32])([C:25]1[CH:30]=[CH:29][CH:28]=[CH:27][CH:26]=1)[C:19]1[CH:24]=[CH:23][CH:22]=[CH:21][CH:20]=1)[S:5]([C:8]1[CH:13]=[CH:12][C:11]([CH3:14])=[CH:10][CH:9]=1)(=[O:7])=[O:6])[CH:2]=C>C(Cl)Cl.Cl[Ru](=CC1C=CC=CC=1)([P](C1CCCCC1)(C1CCCCC1)C1CCCCC1)([P](C1CCCCC1)(C1CCCCC1)C1CCCCC1)Cl>[Si:18]([O:17][CH2:16][CH:15]1[CH2:35][CH:36]=[CH:2][CH2:1][N:4]1[S:5]([C:8]1[CH:13]=[CH:12][C:11]([CH3:14])=[CH:10][CH:9]=1)(=[O:6])=[O:7])([C:31]([CH3:32])([CH3:34])[CH3:33])([C:25]1[CH:30]=[CH:29][CH:28]=[CH:27][CH:26]=1)[C:19]1[CH:20]=[CH:21][CH:22]=[CH:23][CH:24]=1 |^1:49,68|. Reported procedure: To a solution of N-allyl-N-(1-((tert-butyldiphenylsilyl)oxy)pent-4-en-2-yl)-4-methylbenzenesulfonamide (D10) (7.12 g, 13.33 mmol) in DCM (64 ml), Grubb's catalyst (1.09 g, 1.32 mmol) was added and the mixture was stirred at RT overnight. After solvent evaporation, the residue was loaded on KP-Si (100 g) cartridge eluting with a mixture cHex/EtOAc from 100/0 to 90/10. Collected fractions after solvent evaporation afforded the title compound (D11) (8.9 g). The reactants are C(C)N(C1=CC=C2C=C(C(OC2=C1)=O)C=O)CC (7-diethylamino-2-oxo-2H-chromen-3-carbaldehyde), [Br-].C(=O)(O)CCCCC[N+]1=C(C=CC=C1)C (1-(5-carboxy-pentyl)-2-methyl-pyridinium bromide). Solvent: C(C)O.C1(=CC=CC=C1)C (ethanol toluene). Yields the product [Br-].C(=O)(O)CCCCC[N+]1=C(C=CC=C1)\C=C\C=1C(OC2=CC(=CC=C2C1)N(CC)CC)=O (1-(5-carboxy-pentyl)-2-[(E)-2-(7-diethylamino-2-oxo-2H-chromen3-yl)-vinyl]-pyridinium bromide). RXN SMILES: [CH2:1]([N:3]([CH2:17][CH3:18])[C:4]1[CH:13]=[C:12]2[C:7]([CH:8]=[C:9]([CH:15]=O)[C:10](=[O:14])[O:11]2)=[CH:6][CH:5]=1)[CH3:2].[Br-:19].[C:20]([CH2:23][CH2:24][CH2:25][CH2:26][CH2:27][N+:28]1[CH:33]=[CH:32][CH:31]=[CH:30][C:29]=1[CH3:34])([OH:22])=[O:21]>C(O)C.C1(C)C=CC=CC=1>[Br-:19].[C:20]([CH2:23][CH2:24][CH2:25][CH2:26][CH2:27][N+:28]1[CH:33]=[CH:32][CH:31]=[CH:30][C:29]=1/[CH:34]=[CH:15]/[C:9]1[C:10](=[O:14])[O:11][C:12]2[C:7]([CH:8]=1)=[CH:6][CH:5]=[C:4]([N:3]([CH2:17][CH3:18])[CH2:1][CH3:2])[CH:13]=2)([OH:22])=[O:21] |f:1.2,3.4,5.6|. Procedure: 0.2 mmol 7-diethylamino-2-oxo-2H-chromen-3-carbaldehyde and 0.2 mmol 1-(5-carboxy-pentyl)-2-methyl-pyridinium bromide are converted according to the general directions above. Column chromatography: SiO2, eluent: ethanol/toluene.